This data is from the Open Reaction Database (ORD), a public repository of structured organic reaction records. The task is: describe an organic reaction: reactants, conditions, products, and yield Reactants: CCO, CCOC(C)=O, [H][H], I, CC(C)(C)OC(=O)N1CCC(N2CCSc3ccc([N+](=O)[O-])cc32)CC1, C1CCOC1, [Pd], CSC(=N)c1cccs1. The product is CC(C)(C)OC(=O)N1CCC(N2CCSc3ccc(NC(=N)c4cccs4)cc32)CC1. Reaction SMILES: [CH3:39][CH2:40][OH:41].[CH3:47][CH2:48][O:49][C:50](=[O:51])[CH3:52].[H:27][H:28].[IH:29].[N+:1]([O-:2])(=[O:3])[c:4]1[cH:5][c:6]2[c:7]([cH:25][cH:26]1)[S:8][CH2:9][CH2:10][N:11]2[CH:12]1[CH2:13][CH2:14][N:15]([C:18](=[O:19])[O:20][C:21]([CH3:22])([CH3:23])[CH3:24])[CH2:16][CH2:17]1.[O:42]1[CH2:43][CH2:44][CH2:45][CH2:46]1.[Pd:53].[s:30]1[c:31]([C:35](=[NH:36])[S:37][CH3:38])[cH:32][cH:33][cH:34]1>>[NH:1]([c:4]1[cH:5][c:6]2[c:7]([cH:25][cH:26]1)[S:8][CH2:9][CH2:10][N:11]2[CH:12]1[CH2:13][CH2:14][N:15]([C:18](=[O:19])[O:20][C:21]([CH3:22])([CH3:23])[CH3:24])[CH2:16][CH2:17]1)[C:35]([c:31]1[s:30][cH:34][cH:33][cH:32]1)=[NH:36]. Starting materials: C(C)(C)NC(CN1C(=NC2=CC=C(C=C2C1=O)N1CCNCCC1)C1=CC(=CC=C1)OC)=O (N-isopropyl-2-[2-(3-methoxyphenyl)-4-oxo-6-perhydro-1,4-diazepin-1-yl-4H-quinazolin-3-yl]acetamide), hydrochloride salt, C(C)Br (ethyl bromide), C(=O)([O-])[O-].[K+].[K+] (K2CO3), hydrochloride salt. Run in C(C)#N (acetonitrile). The product is C(C)N1CCN(CCC1)C=1C=C2C(N(C(=NC2=CC1)C1=CC(=CC=C1)OC)CC(=O)NC(C)C)=O (2-[6-(4-ethylperhydro-1,4-diazepin-1-yl)-2-(3-methoxyphenyl)-4-oxo-4H-quinazolin-3-yl]-N-isopropylacetamide). Yield: 10.0%. As a reaction SMILES: [CH:1]([NH:4][C:5](=[O:33])[CH2:6][N:7]1[C:16](=[O:17])[C:15]2[C:10](=[CH:11][CH:12]=[C:13]([N:18]3[CH2:24][CH2:23][CH2:22][NH:21][CH2:20][CH2:19]3)[CH:14]=2)[N:9]=[C:8]1[C:25]1[CH:30]=[CH:29][CH:28]=[C:27]([O:31][CH3:32])[CH:26]=1)([CH3:3])[CH3:2].[CH2:34](Br)[CH3:35].C([O-])([O-])=O.[K+].[K+]>C(#N)C>[CH2:34]([N:21]1[CH2:22][CH2:23][CH2:24][N:18]([C:13]2[CH:14]=[C:15]3[C:10](=[CH:11][CH:12]=2)[N:9]=[C:8]([C:25]2[CH:30]=[CH:29][CH:28]=[C:27]([O:31][CH3:32])[CH:26]=2)[N:7]([CH2:6][C:5]([NH:4][CH:1]([CH3:3])[CH3:2])=[O:33])[C:16]3=[O:17])[CH2:19][CH2:20]1)[CH3:35] |f:2.3.4|. Procedure: A mixture of N-isopropyl-2-[2-(3-methoxyphenyl)-4-oxo-6-perhydro-1,4-diazepin-1-yl-4H-quinazolin-3-yl]acetamide (EXAMPLE 2a) hydrochloride salt (50 mg, 0.103 mmol), ethyl bromide (22 mg, 0.21 mmol), and K2CO3 (43 mg, 0.31 mmol) in acetonitrile (5 mL) was heated to reflux for 24 h. The mixture was then cooled, filtered and concentrated in vacuo. The crude residue was purified by preparative HPLC to afford 2-[6-(4-ethylperhydro-1,4-diazepin-1-yl)-2-(3-methoxyphenyl)-4-oxo-4H-quinazolin-3-yl]-N-iso...